This data is from the Open Reaction Database (ORD), a public repository of structured organic reaction records. The task is: describe an organic reaction: reactants, conditions, products, and yield The reactants are O=C1OC(=O)C2=C1CCC2, CCC1=[SH]C(=N)N(Cc2ccc(-c3ccccc3-c3nnn[nH]3)cc2)N1, CN(C)C=O, Cl, O. Yields the product CCC1=[SH]C(=NC(=O)C2=C(C(=O)O)CCC2)N(Cc2ccc(-c3ccccc3-c3nnn[nH]3)cc2)N1. As a reaction SMILES: [C:28]12=[C:29]([CH2:30][CH2:31][CH2:32]1)[C:33](=[O:34])[O:35][C:36]2=[O:37].[CH2:2]([CH3:3])[C:4]1=[SH:8][C:7](=[NH:9])[N:6]([CH2:10][c:11]2[cH:12][cH:13][c:14](-[c:17]3[c:18](-[c:23]4[n:24][n:25][n:26][nH:27]4)[cH:19][cH:20][cH:21][cH:22]3)[cH:15][cH:16]2)[NH:5]1.[CH3:39][N:40]([CH3:41])[CH:42]=[O:43].[ClH:1].[OH2:38]>>[CH2:2]([CH3:3])[C:4]1=[SH:8][C:7](=[N:9][C:36]([C:28]2=[C:29]([C:33](=[O:34])[OH:35])[CH2:30][CH2:31][CH2:32]2)=[O:37])[N:6]([CH2:10][c:11]2[cH:12][cH:13][c:14](-[c:17]3[c:18](-[c:23]4[nH:24][n:25][n:26][n:27]4)[cH:19][cH:20][cH:21][cH:22]3)[cH:15][cH:16]2)[NH:5]1. Reactants: O=[N+]([O-])c1ccc(OC2(c3ccccc3)CCN(Cc3ccccc3)CC2)cc1, CO, [H][H]. Product: Nc1ccc(OC2(c3ccccc3)CCN(Cc3ccccc3)CC2)cc1. Reaction SMILES: [CH2:1]([c:2]1[cH:3][cH:4][cH:5][cH:6][cH:7]1)[N:8]1[CH2:9][CH2:10][C:11]([c:14]2[cH:15][cH:16][cH:17][cH:18][cH:19]2)([O:20][c:21]2[cH:22][cH:23][c:24]([N+:27]([O-:28])=[O:29])[cH:25][cH:26]2)[CH2:12][CH2:13]1.[CH3:32][OH:33].[H:30][H:31]>>[CH2:1]([c:2]1[cH:3][cH:4][cH:5][cH:6][cH:7]1)[N:8]1[CH2:9][CH2:10][C:11]([c:14]2[cH:15][cH:16][cH:17][cH:18][cH:19]2)([O:20][c:21]2[cH:22][cH:23][c:24]([NH2:27])[cH:25][cH:26]2)[CH2:12][CH2:13]1. The reactants are C(C)(=O)Cl (acetyl chloride), C1(=CC=CC=C1)S[C@H]1[C@@H](C(N1)=O)CCCNC(=NC(=O)OCC1=CC=CC=C1)NC(=O)OCC1=CC=CC=C1 (trans-4-Phenylthio-3-[3-[N',N"-di(Cbz)guanidino]propyl]-2-azetidinone), C[Si](C)(C)[N-][Si](C)(C)C.[Na+] (sodium bis(trimethylsilyl)amide), resultant solution, resultant solution. The solvent is C1CCOC1 (THF), C1CCOC1 (THF). Conditions: time 30 minute. Yields the product C1(=CC=CC=C1)SC1C(C(N1C(C)=O)=O)CCCNC(=NC(=O)OCC1=CC=CC=C1)NC(=O)OCC1=CC=CC=C1 (4-Phenylthio-3-[3-[N',N"-di(Cbz)guanidino]-propyl]-1-acetyl-2-azetidinone). RXN SMILES: [C:1]1([S:7][C@@H:8]2[NH:11][C:10](=[O:12])[C@H:9]2[CH2:13][CH2:14][CH2:15][NH:16][C:17]([NH:29][C:30]([O:32][CH2:33][C:34]2[CH:39]=[CH:38][CH:37]=[CH:36][CH:35]=2)=[O:31])=[N:18][C:19]([O:21][CH2:22][C:23]2[CH:28]=[CH:27][CH:26]=[CH:25][CH:24]=2)=[O:20])[CH:6]=[CH:5][CH:4]=[CH:3][CH:2]=1.C[Si]([N-][Si](C)(C)C)(C)C.[Na+].[C:50](Cl)(=[O:52])[CH3:51]>C1COCC1>[C:1]1([S:7][CH:8]2[N:11]([C:50](=[O:52])[CH3:51])[C:10](=[O:12])[CH:9]2[CH2:13][CH2:14][CH2:15][NH:16][C:17]([NH:29][C:30]([O:32][CH2:33][C:34]2[CH:39]=[CH:38][CH:37]=[CH:36][CH:35]=2)=[O:31])=[N:18][C:19]([O:21][CH2:22][C:23]2[CH:24]=[CH:25][CH:26]=[CH:27][CH:28]=2)=[O:20])[CH:6]=[CH:5][CH:4]=[CH:3][CH:2]=1 |f:1.2|. Procedure: To a -78° C. THF (7 mL) solution of compound 14 (450 mg, 0.82 mmol) was added 1N THF solution of sodium bis(trimethylsilyl)amide (0.8 mL) dropwise. The resultant solution was stirred for 10 min, followed by the addition of acetyl chloride (0.054 mL, 0.76 mmol). The resultant solution was warmed to room temperature and stirred for an additional 30 min and concentrated- The residue was partitioned between ethyl acetate and H2O. The organic phase was dried (MgSO4) and concentrated to afford 450 mg ... Reactants: C1(CCCCC1)N1N=C(C(=C(C1=O)C(=O)OCC)O)C(C)C (Ethyl 2-cyclohexyl-5-hydroxy-6-(1-methylethyl)-3-oxo-2,3-dihydro-4-pyridazinecarboxylate), O (H2O), CCOC(=O)C (EtOAc), C1CCC2=NCCCN2CC1 (DBU), compound. The solvent is O1CCOCC1 (1,4-dioxane). Conditions: temperature 130 celsius. Product: C1(CCCCC1)N1N=C(C(=C(C1=O)C(=O)NCC(=O)O)O)C(C)C (N-{[2-Cyclohexyl-5-hydroxy-6-(1-methylethyl)-3-oxo-2,3-dihydro-4-pyridazinyl]carbonyl}glycine). Yield: 45.0%. As a reaction SMILES: [CH:1]1([N:7]2[C:12](=[O:13])[C:11]([C:14]([O:16]CC)=O)=[C:10]([OH:19])[C:9]([CH:20]([CH3:22])[CH3:21])=[N:8]2)[CH2:6][CH2:5][CH2:4][CH2:3][CH2:2]1.C1CCN2C(=[N:27]CCC2)CC1.O.CC[O:37][C:38]([CH3:40])=[O:39]>O1CCOCC1>[CH:1]1([N:7]2[C:12](=[O:13])[C:11]([C:14]([NH:27][CH2:40][C:38]([OH:37])=[O:39])=[O:16])=[C:10]([OH:19])[C:9]([CH:20]([CH3:21])[CH3:22])=[N:8]2)[CH2:2][CH2:3][CH2:4][CH2:5][CH2:6]1. Procedure details: Ethyl 2-cyclohexyl-5-hydroxy-6-(1-methylethyl)-3-oxo-2,3-dihydro-4-pyridazinecarboxylate. DBU (0.06 mL, 0.398 mmol) was added to a solution of the compound from example 98b) (92 mg, 0.260 mmol) in 1,4-dioxane (1.5 ml) at room temperature. The reaction was heated in the microwave at 130° C. for 20 minutes. The reaction was cooled and H2O and EtOAc were added. The layers were separated and the aqueous phase backextracted with EtOAc several times. The combined organic layers were washed with Brine,... Starting materials: C(C)(C)(C)OC(=O)N(C1=NC(=C(C(=O)OCC)C=C1)C1=C(C=C(C=C1)F)F)C1=C(C=CC=C1F)F (ethyl 6-(tert-butoxycarbonyl(2,6-difluorophenyl)amino)-2-(2,4-difluorophenyl)nicotinate), S(O)(O)(=O)=O (sulfuric acid), S(O)(O)(=O)=O (sulfuric acid). Conditions: temperature 100 celsius, time 15 minute. Product: FC1=C(C=CC(=C1)F)C1=C(C(=O)O)C=CC(=N1)NC1=C(C=CC=C1F)F (2-(2,4-difluorophenyl)-6-(2,6-difluorophenylamino)nicotinic acid). As a reaction SMILES: C(OC([N:8]([C:28]1[C:33]([F:34])=[CH:32][CH:31]=[CH:30][C:29]=1[F:35])[C:9]1[CH:19]=[CH:18][C:12]([C:13]([O:15]CC)=[O:14])=[C:11]([C:20]2[CH:25]=[CH:24][C:23]([F:26])=[CH:22][C:21]=2[F:27])[N:10]=1)=O)(C)(C)C.S(=O)(=O)(O)O>>[F:27][C:21]1[CH:22]=[C:23]([F:26])[CH:24]=[CH:25][C:20]=1[C:11]1[N:10]=[C:9]([NH:8][C:28]2[C:33]([F:34])=[CH:32][CH:31]=[CH:30][C:29]=2[F:35])[CH:19]=[CH:18][C:12]=1[C:13]([OH:15])=[O:14]. Reported procedure: To Compound 8 (100 g, 0.204 mol, 1.00 eq) was added a 7M sulfuric acid solution prepared by the slow addition of concentrated sulfuric acid (285 mL, 2.85 vol, 5.24 mol) to distilled water (465 mL, 4.65 vol) while keeping the temperature below 50° C. The mixture was heated at 100±5° C. until the reaction was complete. The mixture was then cooled to 30±5° C. and additional water (750 mL, 7.5 vol) was added. Isopropyl acetate (2 L, 20 vol) was then added and the mixture was stirred for 15 minutes. ... The reactants are C(C)(C)(C)NS(=O)(=O)C1=C(C=CC(=C1)C#N)F (N-tert-butyl-5-cyano-2-fluoro-benzenesulfonamide). Reagents/catalysts: [Pd] (Pd/C). Solvent: Cl.CCO (HCl EtOH). Run at time 2 hour. Product: NCC=1C=CC(=C(C1)S(=O)(=O)NC(C)(C)C)F (5-aminomethyl-N-tert-butyl-2-fluoro-benzenesulfonamide). Isolated yield 88.6%. As a reaction SMILES: [C:1]([NH:5][S:6]([C:9]1[CH:14]=[C:13]([C:15]#[N:16])[CH:12]=[CH:11][C:10]=1[F:17])(=[O:8])=[O:7])([CH3:4])([CH3:3])[CH3:2]>Cl.CCO.[Pd]>[NH2:16][CH2:15][C:13]1[CH:12]=[CH:11][C:10]([F:17])=[C:9]([S:6]([NH:5][C:1]([CH3:3])([CH3:2])[CH3:4])(=[O:8])=[O:7])[CH:14]=1 |f:1.2|. Reported procedure: A mixture of N-tert-butyl-5-cyano-2-fluoro-benzenesulfonamide (0.3 g) and Pd/C (50 mg) in 1N HCl/EtOH (1 ml 1N HCl in 10 ml EtOH) was stirred under H2 for 2 hours. The reaction mixture was filtered through a pad of diatomaceous earth, washed with MeOH and concentrated to about 3 ml. The residue was diluted with H2O and lyophilized to give 5-aminomethyl-N-tert-butyl-2-fluoro-benzenesulfonamide (0.27 g, 90% yield) as a white powder. Reaction SMILES: [CH2:3]([CH3:4])[O:5][C:6](=[O:7])[CH:8]1[CH:9]([NH:26][C:27](=[O:28])[O:29][C:30]([CH3:31])([CH3:32])[CH3:33])[CH2:10][CH:11]2[N:12]([CH2:13][CH2:14][c:15]3[cH:16][c:17]([O:23][CH3:24])[c:18]([O:21][CH3:22])[cH:19][c:20]32)[CH2:25]1.[K+:2].[O:35]1[CH2:36][CH2:37][CH2:38][CH2:39]1.[OH-:1].[OH2:34]>>[O:5]=[C:6]([OH:7])[CH:8]1[CH:9]([NH:26][C:27](=[O:28])[O:29][C:30]([CH3:31])([CH3:32])[CH3:33])[CH2:10][CH:11]2[N:12]([CH2:13][CH2:14][c:15]3[cH:16][c:17]([O:23][CH3:24])[c:18]([O:21][CH3:22])[cH:19][c:20]32)[CH2:25]1. Reactants: CCOC(=O)C1CN2CCc3cc(OC)c(OC)cc3C2CC1NC(=O)OC(C)(C)C, [K+], C1CCOC1, [OH-], O. Product: COc1cc2c(cc1OC)C1CC(NC(=O)OC(C)(C)C)C(C(=O)O)CN1CC2.